Dataset: the Open Reaction Database (ORD), a public repository of structured organic reaction records. Task: describe an organic reaction: reactants, conditions, products, and yield Reactants: Cl.OC(CNC(CC1=CC=C(C=C1)OC)(C)C)COC1=CC=C(C=C1)Cl (N-[2-Hydroxy-3-(4-chlorophenoxy)propyl]-1,1-dimethyl-2-(4-methoxypheny)ethylamine Hydrochloride), Cl.OC(CNC(CC1=CC=C(C=C1)OC)(C)C)COC1=CC=C(C=C1)Cl (N-[2-Hydroxy-3-(4-chlorophenoxy)propyl]-1,1-dimethyl-2-(4-methoxypheny)ethylamine Hydrochloride), ( 100 ), Cl.OC(CNC(CC1=CC=C(C=C1)OC)(C)C)COC1=C(C=CC=C1)C (N-[2-Hydroxy-3-(2-methylphenoxy)propyl]-1,1-dimethyl-2-(4-methoxyphenyl)ethylamine Hydrochloride), ( 34 ), ( 16 ), Cl.O(C1=CC=CC=C1)CCCNC(CC1=CC=C(C=C1)OC)(C)C (N-(3-Phenoxypropyl)-1,1-dimethyl-2-(4-methoxyphenyl)ethylamine Hydrochloride). The product is Cl.OC(CNC(CC1=CC=C(C=C1)OC)(C)C)COC1=CC(=CC(=C1)OC)Cl (N-[2-hydroxy-3-(3-chloro-5-methoxyphenoxy)propyl]-1,1-dimethyl-2-(4-methoxyphenyl)ethylamine Hydrochloride). As a reaction SMILES: [ClH:1].[OH:2][CH:3]([CH2:18][O:19][C:20]1[CH:25]=[CH:24][C:23]([Cl:26])=[CH:22][CH:21]=1)[CH2:4][NH:5][C:6]([CH3:17])([CH3:16])[CH2:7][C:8]1[CH:13]=[CH:12][C:11]([O:14][CH3:15])=[CH:10][CH:9]=1.Cl.O(CCCNC(C)(C)CC1C=CC([O:47][CH3:48])=CC=1)C1C=CC=CC=1.Cl.OC(COC1C=CC=CC=1C)CNC(C)(C)CC1C=CC(OC)=CC=1>>[ClH:26].[OH:2][CH:3]([CH2:18][O:19][C:20]1[CH:25]=[C:24]([O:47][CH3:48])[CH:23]=[C:22]([Cl:1])[CH:21]=1)[CH2:4][NH:5][C:6]([CH3:17])([CH3:16])[CH2:7][C:8]1[CH:13]=[CH:12][C:11]([O:14][CH3:15])=[CH:10][CH:9]=1 |f:0.1,2.3,4.5,6.7|. Procedure: GC/EI-MS, m/z (rel. int.) 378 (M-15,.1), 275 (5), 274 (34), 273 (16), 272 (100), 163 (5), 121 (17), 114 (8). The reactants are C(C)OC(=O)CN1C(=CC2=CC=CC(=C12)[N+](=O)[O-])C(=O)OCC (Ethyl 1-ethoxycarbonylmethyl-7-nitro-1H-indole-2-carboxylate), C1(=CC=CC=C1)C (Toluene), C[O-].[Na+] (sodium methoxide). The reagents and catalysts are [C].[Pd] (palladium-carbon). Solvent: O1CCCC1 (tetrahydrofuran). Yields the product O=C1NC=2C=CC=C3C2N(C1)C(=C3)C(=O)OCC (ethyl 2,3-dihydro-2-oxo-1H-pyrrolo [1,2,3-de]quinoxaline-5-carboxylate). Isolated yield 85.7%. RXN SMILES: C([O:3][C:4]([CH2:6][N:7]1[C:15]2[C:10](=[CH:11][CH:12]=[CH:13][C:14]=2[N+:16]([O-])=O)[CH:9]=[C:8]1[C:19]([O:21][CH2:22][CH3:23])=[O:20])=O)C.C1(C)C=CC=CC=1.C[O-].[Na+]>O1CCCC1.[C].[Pd]>[O:3]=[C:4]1[CH2:6][N:7]2[C:8]([C:19]([O:21][CH2:22][CH3:23])=[O:20])=[CH:9][C:10]3[C:15]2=[C:14]([CH:13]=[CH:12][CH:11]=3)[NH:16]1 |f:2.3,5.6|. Reported procedure: Ethyl 1-ethoxycarbonylmethyl-7-nitro-1H-indole-2-carboxylate (2.11 g, 6.59 mmol) was subjected to catalytic reduction in the presence of 10% palladium-carbon (0.20 g) in tetrahydrofuran (70 ml) at ordinary temperature and atmospheric pressure. After completion of the reaction, the catalyst was filtered off and the filtrate was concentrated under reduced pressure. Toluene (100 ml) and sodium methoxide (0.35 g, 6.48 mmol) were added to the residue, and the resulting mixture was heated under reflux... Starting materials: ClC1=C(C#N)C=CC(=C1)F (2-chloro-4-fluorobenzonitrile), SCCO (2-mercaptoethanol). The product is ClC1=C(C#N)C=CC(=C1)SCCO (2-chloro-4-(2-hydroxyethylthio)benzonitrile). RXN SMILES: [Cl:1][C:2]1[CH:9]=[C:8](F)[CH:7]=[CH:6][C:3]=1[C:4]#[N:5].[SH:11][CH2:12][CH2:13][OH:14]>>[Cl:1][C:2]1[CH:9]=[C:8]([S:11][CH2:12][CH2:13][OH:14])[CH:7]=[CH:6][C:3]=1[C:4]#[N:5]. Reported procedure: 4 g of 2-chloro-4-fluorobenzonitrile was used in Procedure Q with 2-mercaptoethanol to afford 2-chloro-4-(2-hydroxyethylthio)benzonitrile. 1 g of 2-chloro-4-(2-hydroxyethylthio)benzonitrile was reacted via Procedure T to give 2-chloro-4-(2-hydroxyethylthio)benzoic acid. 1 g of 2-chloro-4-(2-hydroxyethylthio)benzoic acid was reacted via Procedure R to yield 2-chloro-4-(2-hydroxyethylsulfonyl)benzoic acid. 50 mg of 4-chloro-3-(pyridin-2-yl)aniline was coupled to 2-chloro-4-(2-hydroxyethylsulfonyl)... Starting materials: BrC=1C=[N+](C=CC1[N+](=O)[O-])[O-] (3-bromo-4-nitro-1-oxido-pyridin-1-ium), O1CC(C1)N1CCNCC1 (1-(oxetan-3-yl)piperazine). Isolated yield 86.4%. As a reaction SMILES: Br[C:2]1[CH:3]=[N+:4]([O-:11])[CH:5]=[CH:6][C:7]=1[N+:8]([O-:10])=[O:9].[O:12]1[CH2:15][CH:14]([N:16]2[CH2:21][CH2:20][NH:19][CH2:18][CH2:17]2)[CH2:13]1>CCO>[N+:8]([C:7]1[CH:6]=[CH:5][N+:4]([O-:11])=[CH:3][C:2]=1[N:19]1[CH2:20][CH2:21][N:16]([CH:14]2[CH2:15][O:12][CH2:13]2)[CH2:17][CH2:18]1)([O-:10])=[O:9]. Procedure: A mixture of 3-bromo-4-nitro-1-oxido-pyridin-1-ium (500 mg, 2.283 mmol) and 1-(oxetan-3-yl)piperazine (649.3 mg, 4.566 mmol) in EtOH (10 mL) were heated at reflux for 17 hours. The reaction was cooled to ambient temperature and the solvent removed in vacuo. The residue was passed through a 25 g SCX-2 cartridge (pre-wetted with MeOH), eluting with 2M NH3 in MeOH/DCM. The solvents were removed in vacuo and the residue purified by column chromatography (ISCO Companion, 40 g column, eluting with 0 t... Yields the product [N+](=O)([O-])C1=C(C=[N+](C=C1)[O-])N1CCN(CC1)C1COC1 (1-(4-nitro-1-oxido-pyridin-1-ium-3-yl)-4-(oxetan-3-yl)piperazine). The solvent is CCO (EtOH).